From a dataset of the Open Reaction Database (ORD), a public repository of structured organic reaction records. describe an organic reaction: reactants, conditions, products, and yield Reactants: C1(=CC=CC=C1)S(=O)(=O)OCCCCCl (4-chloro-butyl benzenesulfonate), COC=1C=C(C=CC1OC)S (3,4-dimethoxy-thiophenol), ClCCCCOC=1C=C2CCC(NC2=CC1)=O (6-(4-chlorobutoxy)-3,4-dihydro-carbostyril), OC=1C=C2C=CC(NC2=CC1)=O (6-hydroxy-carbostyril). Product: COC=1C=C(C=CC1OC)SCCCCOC=1C=C2CCC(NC2=CC1)=O (6-[4-(3,4-Dimethoxyphenyl-mercapto)-butoxy]-3,4-dihydro-carbostyril). Reaction SMILES: [CH3:1][O:2][C:3]1[CH:4]=[C:5]([SH:11])[CH:6]=[CH:7][C:8]=1[O:9][CH3:10].Cl[CH2:13][CH2:14][CH2:15][CH2:16][O:17][C:18]1[CH:19]=[C:20]2[C:25](=[CH:26][CH:27]=1)[NH:24][C:23](=[O:28])[CH2:22][CH2:21]2.OC1C=C2C(=CC=1)NC(=O)C=C2.C1(S(OCCCCCl)(=O)=O)C=CC=CC=1>>[CH3:1][O:2][C:3]1[CH:4]=[C:5]([S:11][CH2:13][CH2:14][CH2:15][CH2:16][O:17][C:18]2[CH:19]=[C:20]3[C:25](=[CH:26][CH:27]=2)[NH:24][C:23](=[O:28])[CH2:22][CH2:21]3)[CH:6]=[CH:7][C:8]=1[O:9][CH3:10]. Reported procedure: Prepared analogous to Example 1 from 3,4-dimethoxy-thiophenol and 6-(4-chlorobutoxy)-3,4-dihydro-carbostyril [prepared from 6-hydroxy-carbostyril (see F. Mayer et al. in Ber. Dtsch. Chem. Ges. 60, 858 (1927) and 4-chloro-butyl benzenesulfonate]. Reactants: C(CCCCC)N1C(CC(C2=CC(=CC=C12)C(C)=O)(C)C)=O (N-Hexyl-6-acetyl-4,4-dimethyl-3,4-dihydro-1H-quinolin-2-one), ICCC1=CC=CC=C1 ((2-iodo-ethyl)benzene), title compounds. The product is C1(=CC=CC=C1)CCN1C(CC(C2=CC(=CC=C12)C(C)=O)(C)C)=O (N-Phenylethyl-6-acetyl-4,4-dimethyl-3,4-dihydro-1H-quinolin-2-one). Isolated yield 34.0%. As a reaction SMILES: [CH2:1]([N:7]1[C:16]2[C:11](=[CH:12][C:13]([C:17](=[O:19])[CH3:18])=[CH:14][CH:15]=2)[C:10]([CH3:21])([CH3:20])[CH2:9][C:8]1=[O:22])[CH2:2][CH2:3][CH2:4][CH2:5][CH3:6].I[CH2:24][CH2:25]C1C=CC=CC=1>>[C:3]1([CH2:2][CH2:1][N:7]2[C:16]3[C:11](=[CH:12][C:13]([C:17](=[O:19])[CH3:18])=[CH:14][CH:15]=3)[C:10]([CH3:21])([CH3:20])[CH2:9][C:8]2=[O:22])[CH:25]=[CH:24][CH:6]=[CH:5][CH:4]=1. Procedure details: Following a procedure similar to that used for the preparation of Intermediate 6a but using (2-iodo-ethyl)benzene as the alkylating reagent the title compounds was obtained as a colorless oil (34% yield). Starting materials: NC[C@@H](COC1=C(C=C(C=C1C)C1=NOC(=N1)C1=NC(=CC(=C1)CC(C)C)C)CC)O ((S)-1-amino-3-{2-ethyl-4-[5-(4-isobutyl-6-methyl-pyridin-2-yl)-[1,2,4]oxadiazol-3-yl]-6-methyl-phenoxy}-propan-2-ol), C=1C=CC2=C(C1)N=NN2O (HOBt), C(CO)(=O)O (glycolic acid), CCN=C=NCCCN(C)C.Cl (EDC HCl). The solvent is C1CCOC1 (THF), C(=O)(O)[O-].[Na+] (NaHCO3). Conditions: time 18 hour. The product is C(C)C1=C(OC[C@H](CNC(CO)=O)O)C(=CC(=C1)C1=NOC(=N1)C1=NC(=CC(=C1)CC(C)C)C)C (N—((S)-3-{2-Ethyl-4-[5-(4-isobutyl-6-methyl-pyridin-2-yl)-[1,2,4]oxadiazol-3-yl]-6-methyl-phenoxy}-2-hydroxy-propyl)-2-hydroxy-acetamide). Isolated yield 86.7%. RXN SMILES: [NH2:1][CH2:2][C@H:3]([OH:31])[CH2:4][O:5][C:6]1[C:11]([CH3:12])=[CH:10][C:9]([C:13]2[N:17]=[C:16]([C:18]3[CH:23]=[C:22]([CH2:24][CH:25]([CH3:27])[CH3:26])[CH:21]=[C:20]([CH3:28])[N:19]=3)[O:15][N:14]=2)=[CH:8][C:7]=1[CH2:29][CH3:30].C1C=CC2N(O)N=NC=2C=1.[C:42](O)(=[O:45])[CH2:43][OH:44].CCN=C=NCCCN(C)C.Cl>C1COCC1.C([O-])(O)=O.[Na+]>[CH2:29]([C:7]1[CH:8]=[C:9]([C:13]2[N:17]=[C:16]([C:18]3[CH:23]=[C:22]([CH2:24][CH:25]([CH3:26])[CH3:27])[CH:21]=[C:20]([CH3:28])[N:19]=3)[O:15][N:14]=2)[CH:10]=[C:11]([CH3:12])[C:6]=1[O:5][CH2:4][C@@H:3]([OH:31])[CH2:2][NH:1][C:43](=[O:44])[CH2:42][OH:45])[CH3:30] |f:3.4,6.7|. Reported procedure: To a solution of (S)-1-amino-3-{2-ethyl-4-[5-(4-isobutyl-6-methyl-pyridin-2-yl)-[1,2,4]oxadiazol-3-yl]-6-methyl-phenoxy}-propan-2-ol (36 mg, 86 μmol), HOBt (14 mg, 103 μmol) and glycolic acid (8 mg, 103 μmol) in THF (3 mL), EDC HCl (20 mg, 103 μmol) is added. The mixture is stirred at rt for 18 h before it is diluted with sat. aq. NaHCO3-solution and extracted twice with EA. The combined org. extracts are dried over MgSO4, filtered and concentrated. The crude product is purified by prep. TLC usi... Starting materials: N1CCC2=CC=CC=C12 (indoline), FC=1C=C(C=CC1)/C=C/[C@H]1N(CCC1)C(=O)OC(C)(C)C (tert-Butyl (2S)-2-[(E)-2-(3-fluorophenyl)vinyl]pyrrolidine-1-carboxylate), C([O-])(O)=O.[Na+] (sodium bicarbonate), OOS(=O)[O-].[K+] (Oxone). The reagents and catalysts are [O-2].[O-2].[Mn+4] (Manganese dioxide), S(=O)(=O)(O)[O-].C(CCC)[N+](CCCC)(CCCC)CCCC (tetrabutylammonium hydrogen sulfate). Run in ClCCl (dichloromethane), ClCCl (dichloromethane), CC(=O)C (acetone), ClCCl (dichloromethane), ClCCl (dichloromethane). Conditions: temperature 90 celsius, time 16 hour. The product is C(C)(C)(C)OC(=O)N1[C@@H](CCC1)[C@H]([C@@H](N1C=CC2=CC=CC=C12)C1=CC(=CC=C1)F)O ((R)-2-[2-(S)-(3-fluoro-phenyl)-1-hydroxy-2-indol-1-yl-ethyl]-(S)-pyrrolidine-1-carboxylic acid tert-butyl ester). The yield is 9.8%. Reaction SMILES: [F:1][C:2]1[CH:3]=[C:4](/[CH:8]=[CH:9]/[C@@H:10]2[CH2:14][CH2:13][CH2:12][N:11]2[C:15]([O:17][C:18]([CH3:21])([CH3:20])[CH3:19])=[O:16])[CH:5]=[CH:6][CH:7]=1.C(=O)(O)[O-].[Na+].[OH:27]OS([O-])=O.[K+].[NH:33]1[C:41]2[C:36](=[CH:37][CH:38]=[CH:39][CH:40]=2)[CH2:35][CH2:34]1>ClCCl.S([O-])(O)(=O)=O.C([N+](CCCC)(CCCC)CCCC)CCC.[O-2].[O-2].[Mn+4].CC(C)=O>[C:18]([O:17][C:15]([N:11]1[CH2:12][CH2:13][CH2:14][C@H:10]1[C@@H:9]([OH:27])[C@H:8]([C:4]1[CH:5]=[CH:6][CH:7]=[C:2]([F:1])[CH:3]=1)[N:33]1[C:41]2[C:36](=[CH:37][CH:38]=[CH:39][CH:40]=2)[CH:35]=[CH:34]1)=[O:16])([CH3:21])([CH3:20])[CH3:19] |f:1.2,3.4,7.8,9.10.11|. Procedure: tert-Butyl (2S)-2-[(E)-2-(3-fluorophenyl)vinyl]pyrrolidine-1-carboxylate (400 mg, 1.37 mmol) was dissolved in dichloromethane (50 mL). A saturated aqueous solution of sodium bicarbonate (50 mL) was added, followed by acetone (10 mL) and tetrabutylammonium hydrogen sulfate (46 mg, 0.14 mmol). With vigorous stirring Oxone (8.4 g, 13.7 mmol) was added over 2 hours in 8 portions (1.05 g every 15 minutes). The mixture was stirred an additional 16 hours then diluted with dichloromethane. The organic l...